From a dataset of the Open Reaction Database (ORD), a public repository of structured organic reaction records. describe an organic reaction: reactants, conditions, products, and yield Starting materials: 3A, CC=1CS[C@H]2N(C1C(=O)OCC(Cl)(Cl)Cl)C(C2=O)=O (2,2,2-trichloroethyl 3-methyl-7-oxo-3-cephem-4-carboxylate), Cl.NO (hydroxylamine hydrochloride), N1=CC=CC=C1 (pyridine), C(Cl)Cl (methylene chloride). Run in CN(C=O)C (dimethylformamide). Product: ON=C1[C@@H]2N(C(=C(CS2)C)C(=O)OCC(Cl)(Cl)Cl)C1=O (2,2,2-trichloroethyl 7-hydroxyimino-3-methyl-3-cephem-4-carboxylate). The yield is 79.2%. As a reaction SMILES: [CH3:1][C:2]1[CH2:3][S:4][C@@H:5]2[C:17](=O)[C:16](=[O:19])[N:6]2[C:7]=1[C:8]([O:10][CH2:11][C:12]([Cl:15])([Cl:14])[Cl:13])=[O:9].Cl.[NH2:21][OH:22].N1C=CC=CC=1.C(Cl)Cl>CN(C)C=O>[OH:22][N:21]=[C:17]1[C:16](=[O:19])[N:6]2[C:7]([C:8]([O:10][CH2:11][C:12]([Cl:15])([Cl:14])[Cl:13])=[O:9])=[C:2]([CH3:1])[CH2:3][S:4][C@H:5]12 |f:1.2|. Procedure: In dimethylformamide (5 ml) are dissolved 2,2,2-trichloroethyl 3-methyl-7-oxo-3-cephem-4-carboxylate (691 mg) and hydroxylamine hydrochloride (139 mg), followed by addition of pyridine (162 μl) and methylene chloride (10 ml). The mixture is refluxed in a Dean-Stark trap packed with Molecular Sieve 3A for 45 minutes. The reaction mixture is concentrated under reduced pressure and the residue is dissolved in ethyl acetate. The resultant solution is washed with water and aqueous sodium chloride, dr... Starting materials: C(C1=CC=CC=C1)OC1=C(N(C=CC1=O)CCO)C(C1=CC=C(C=C1)SC)O (3-benzyloxy-1-(2-hydroxy-ethyl)-2-[hydroxy-(4-methylthio-phenyl)-methyl]-1H-pyridin-4-one), Cl (hydrochloric acid), C(C)(=O)OCC (ethyl acetate), [OH-].[Na+] (sodium hydroxide). Conditions: time 8 hour. Product: Cl.OC=1C(C=CN2C1C(OCC2)C2=CC=C(C=C2)SC)=O (9-hydroxy-1-(4-methylthio-phenyl)-3,4-dihydro-1H-pyrido[2,1-c]-[1,4]oxazin-8-one hydrochloride). As a reaction SMILES: C([O:8][C:9]1[C:14](=[O:15])[CH:13]=[CH:12][N:11]([CH2:16][CH2:17]O)[C:10]=1[CH:19]([OH:28])[C:20]1[CH:25]=[CH:24][C:23]([S:26][CH3:27])=[CH:22][CH:21]=1)C1C=CC=CC=1.C(OCC)(=O)C.[OH-].[Na+].[ClH:37]>>[ClH:37].[OH:8][C:9]1[C:14](=[O:15])[CH:13]=[CH:12][N:11]2[CH2:16][CH2:17][O:28][CH:19]([C:20]3[CH:21]=[CH:22][C:23]([S:26][CH3:27])=[CH:24][CH:25]=3)[C:10]=12 |f:2.3,5.6|. Procedure: 5.99 g of 3-benzyloxy-1-(2-hydroxy-ethyl)-2-[hydroxy-(4-methylthio-phenyl)-methyl]-1H-pyridin-4-one are boiled under reflux for 45 minutes in 60 ml of 6N hydrochloric acid. The reaction mixture is cooled to room temperature and covered with 10 ml of ethyl acetate. With vigorous stirring, the reaction mixture is neutralised with dilute sodium hydroxide solution until the product precipitates in the form of crystals. The reaction mixture is left to stand overnight in a refrigerator and then filter... Reactants: NC1=CC(=C(C(=C1)OC)C(C)(C)O)OC (2-(4-Amino-2,6-dimethoxy-phenyl)-propan-2-ol). Solvent: C(Cl)(Cl)Cl (chloroform). Product: C(=C)(C)C1=C(C=C(C=C1OC)N)OC (4-Isopropenyl-3,5-dimethoxy-phenylamine). Reaction SMILES: [NH2:1][C:2]1[CH:7]=[C:6]([O:8][CH3:9])[C:5]([C:10](O)([CH3:12])[CH3:11])=[C:4]([O:14][CH3:15])[CH:3]=1>C(Cl)(Cl)Cl>[C:10]([C:5]1[C:6]([O:8][CH3:9])=[CH:7][C:2]([NH2:1])=[CH:3][C:4]=1[O:14][CH3:15])([CH3:12])=[CH2:11]. Procedure details: A solution of 2-(4-Amino-2,6-dimethoxy-phenyl)-propan-2-ol (2.2 g, 10.4 mmol) in chloroform (100 mL) was refluxed overnight. The cooled reaction mixture was concentrated under reduced pressure to yield 4-Isopropenyl-3,5-dimethoxy-phenylamine, which was used directly in the following step. The reactants are BrC=1C=C2C(=C(C(NC2=CC1)=O)C1=CC=CC=C1)O (6-Bromo-4-hydroxy-3-phenylquinolin-2(1H)-one), ClC=1C=C(C=CC1)C(=O)C=1C=NC=CC1 ((3-chlorophenyl)(pyridin-3-yl)methanone), BrC=1C=C2C(=C(C(NC2=CC1)=O)C1=CC=CC=C1)O (6-Bromo-4-hydroxy-3-phenylquinolin-2(1H)-one), ClC=1C=C(C=CC1)C(=O)C=1C=NC(=CC1)Cl ((3-chlorophenyl)(6-chloropyridin-3-yl)methanone). Yields the product ClC=1C=C(C=CC1)C(O)(C=1C=NC(=CC1)Cl)C=1C=C2C(=C(C=NC2=CC1)C1=CC=CC=C1)Cl ((3-Chlorophenyl)(4-chloro-3-phenylquinolin-6-yl)(6-chloropyridin-3-yl)methanol). Reaction SMILES: Br[C:2]1[CH:3]=[C:4]2[C:9](=[CH:10][CH:11]=1)[NH:8][C:7](=O)[C:6]([C:13]1[CH:18]=[CH:17][CH:16]=[CH:15][CH:14]=1)=[C:5]2O.[Cl:20][C:21]1[CH:22]=[C:23]([C:27]([C:29]2[CH:30]=[N:31][C:32]([Cl:35])=[CH:33][CH:34]=2)=[O:28])[CH:24]=[CH:25][CH:26]=1.[Cl:36]C1C=C(C(C2C=NC=CC=2)=O)C=CC=1>>[Cl:20][C:21]1[CH:22]=[C:23]([C:27]([C:2]2[CH:3]=[C:4]3[C:9](=[CH:10][CH:11]=2)[N:8]=[CH:7][C:6]([C:13]2[CH:18]=[CH:17][CH:16]=[CH:15][CH:14]=2)=[C:5]3[Cl:36])([C:29]2[CH:30]=[N:31][C:32]([Cl:35])=[CH:33][CH:34]=2)[OH:28])[CH:24]=[CH:25][CH:26]=1. Procedure details: The title compound was prepared using 6-bromo-4-chloro-3-phenylquinoline (Intermediate 3, step c) and (3-chlorophenyl)(6-chloropyridin-3-yl)methanone in place of 6-bromo-2,4-dichloro-3-phenylquinoline and (3-chlorophenyl)(pyridin-3-yl)methanone, respectively, according to the procedure described in Example 25. 1H NMR (400 MHz, CDCl3) δ 8.81 (s, 1H), 8.40 (d, J=2.69 Hz, 1H), 8.29 (d, J=2.20 Hz, 1H), 8.10 (d, J=9.05 Hz, 1H), 7.70 (dd, J=2.69, 8.31 Hz, 1H), 7.65 (dd, J=2.08, 8.93 Hz, 1H), 7.47-7.54... Reactants: CN1C(=NC=C1)C(=O)C1=CC=CC=C1 ((1-methyl-1H-imidazol-2-yl)(phenyl)methanone), Cl.NO (hydroxylamine hydrochloride). Run in N1=CC=CC=C1 (pyridine). The product is ON=C(C1=CC=CC=C1)C=1N(C=CN1)C (N-hydroxy-1-(1-methyl-1H-imidazol-2-yl)-1-phenylmethanimine). Isolated yield 82.1%. RXN SMILES: [CH3:1][N:2]1[CH:6]=[CH:5][N:4]=[C:3]1[C:7]([C:9]1[CH:14]=[CH:13][CH:12]=[CH:11][CH:10]=1)=O.Cl.[NH2:16][OH:17]>N1C=CC=CC=1>[OH:17][N:16]=[C:7]([C:3]1[N:2]([CH3:1])[CH:6]=[CH:5][N:4]=1)[C:9]1[CH:14]=[CH:13][CH:12]=[CH:11][CH:10]=1 |f:1.2|. Procedure details: A solution of (1-methyl-1H-imidazol-2-yl)(phenyl)methanone (20.8 g, 112 mmol) and hydroxylamine hydrochloride (19.4 g, 279 mmol) in pyridine (120 mL) was stirred 8 h at 50° C. then overnight at room temperature. After removal of the solvent in vacuo, addition of water (500 mL) induced precipitation of a white solid that was filtered off, washed with water (2×50 mL) and dried. A second filtration of the liquor yielded a second crop of solid. The combined crops afforded N-hydroxy-1-(1-methyl-1H-im... Product: CC1N(CCC1)CCOC1=CC=C(C=C1)C=1OC=C(N1)CCN1CCCCC1 (1-[2-(2-{4-[2-(2-methylpyrrolidin-1-yl)ethoxy]phenyl}-1,3-oxazol-4-yl)ethyl]piperidine). The yield is 23.0%. Starting materials: CC1N(CCC1)CCOC1=CC=C(C=C1)C=1OC=C(N1)CC(=O)N1CCCCC1 (1-[(2-{4-[2-(2-methylpyrrolidin-1-yl)ethoxy]phenyl}-1,3-oxazol-4-yl)acetyl]piperidine), B.O1CCCC1 (borane tetrahydrofuran), [Cl-].[NH4+] (ammonium chloride), [OH-].[Na+] (sodium hydroxide). RXN SMILES: [CH3:1][CH:2]1[CH2:6][CH2:5][CH2:4][N:3]1[CH2:7][CH2:8][O:9][C:10]1[CH:15]=[CH:14][C:13]([C:16]2[O:17][CH:18]=[C:19]([CH2:21][C:22]([N:24]3[CH2:29][CH2:28][CH2:27][CH2:26][CH2:25]3)=O)[N:20]=2)=[CH:12][CH:11]=1.B.O1CCCC1.[OH-].[Na+].[Cl-].[NH4+]>O1CCCC1>[CH3:1][CH:2]1[CH2:6][CH2:5][CH2:4][N:3]1[CH2:7][CH2:8][O:9][C:10]1[CH:15]=[CH:14][C:13]([C:16]2[O:17][CH:18]=[C:19]([CH2:21][CH2:22][N:24]3[CH2:29][CH2:28][CH2:27][CH2:26][CH2:25]3)[N:20]=2)=[CH:12][CH:11]=1 |f:1.2,3.4,5.6|. The solvent is O1CCCC1 (tetrahydrofuran). Reported procedure: A solution of 1-[(2-{4-[2-(2-methylpyrrolidin-1-yl)ethoxy]phenyl}-1,3-oxazol-4-yl)acetyl]piperidine i54 (0.13 g, 0.33 mmol, 1 eq) in tetrahydrofuran (5 ml) is treated with borane-tetrahydrofuran complex (1.0 M in tetrahydrofuran, 1.3 ml, 1.3 mmol, 4 eq) and the resulting mixture is refluxed overnight. A 2 N sodium hydroxide solution is added to reach pH 10 and the mixture is refluxed for 6 h. A saturated solution of aqueous ammonium chloride is added and the solution is extracted two times with ... The reactants are C(C)(=O)[O-].[Na+] (sodium acetate), O1C=CC2=C1C=CC=C2 (benzofuran), P(=O)(Cl)(Cl)Cl (phosphorus oxychloride), P(=O)(Cl)(Cl)Cl (phosphorus oxychloride). Run in O (water), CN(C=O)C (dimethylformamide), CN(C=O)C (dimethylformamide). Run at time 8 hour. Product: C1=CC=C2C(=C1)C=C(O2)C=O (COUMARILALDEHYDE). RXN SMILES: [O:1]1[C:5]2[CH:6]=[CH:7][CH:8]=[CH:9][C:4]=2[CH:3]=[CH:2]1.P(Cl)(Cl)(Cl)=O.[C:15]([O-])(=[O:17])C.[Na+]>CN(C)C=O.O>[CH:8]1[CH:9]=[C:4]2[CH:3]=[C:2]([CH:15]=[O:17])[O:1][C:5]2=[CH:6][CH:7]=1 |f:2.3|. Reported procedure: A solution of benzofuran (163 g, 1.39 mole) in dimethylformamide (264 g, dried over magnesium sulfate overnight) in a 2-1, 3-necked flask was stirred and treated dropwise with phosphorus oxychloride (233 g, 136 ml). The solution was heated and stirred on a steam bath for 8 hrs. Another 88 g of dry dimethylformamide, followed by 70 g (42 ml) of phosphorus oxychloride, was added and the heating and stirring were continued overnight. After cooling, the solution was slowly poured into a stirred solu... Reactants: COc1cc(Br)c(CCI)cc1OC(C)C, O=C([O-])[O-], COC(=O)CC(=O)OC, [K+], [K+], CN(C)C=O. Product: COC(=O)C(CCc1cc(OC(C)C)c(OC)cc1Br)C(=O)OC. Reaction SMILES: [Br:1][c:2]1[c:3]([CH2:14][CH2:15][I:16])[cH:4][c:5]([O:10][CH:11]([CH3:12])[CH3:13])[c:6]([O:8][CH3:9])[cH:7]1.[C:17](=[O:18])([O-:19])[O-:20].[CH3:23][O:24][C:25]([CH2:26][C:27](=[O:28])[O:29][CH3:30])=[O:31].[K+:21].[K+:22].[O:32]=[CH:33][N:34]([CH3:35])[CH3:36]>>[Br:1][c:2]1[c:3]([CH2:14][CH2:15][CH:26]([C:25]([O:24][CH3:23])=[O:31])[C:27](=[O:28])[O:29][CH3:30])[cH:4][c:5]([O:10][CH:11]([CH3:12])[CH3:13])[c:6]([O:8][CH3:9])[cH:7]1. Starting materials: C(C)(=O)OC1C(C(CC1N1C(=NC2=C1C=C(C(=C2)Cl)Cl)Br)COC(C)=O)OC(C)=O (3-(Acetoxymethyl)-5-(2-bromo-5,6-dichloro-1H-benzimidazol-1-yl)-1,2-cyclopentanediyl diacetate), C1(CC1)N (cyclopropylamine), C1(CC1)N (cyclopropylamine), CO (methanol), N (ammonia). The solvent is C(C)O (ethanol). Reaction conditions: time 18 hour. Yields the product ClC1=CC2=C(N(C(=N2)NC2CC2)C2CC(C(C2O)O)CO)C=C1Cl (5-[5,6-Dichloro-2-(cyclopropylamino)-1H-benzimidazol-1-yl]-3-(hydroxymethyl)-1,2-cyclopentanediol). As a reaction SMILES: C([O:4][CH:5]1[CH:9]([N:10]2[C:14]3[CH:15]=[C:16]([Cl:20])[C:17]([Cl:19])=[CH:18][C:13]=3[N:12]=[C:11]2Br)[CH2:8][CH:7]([CH2:22][O:23]C(=O)C)[CH:6]1[O:27]C(=O)C)(=O)C.[CH:31]1([NH2:34])[CH2:33][CH2:32]1.CO.N>C(O)C>[Cl:19][C:17]1[C:16]([Cl:20])=[CH:15][C:14]2[N:10]([CH:9]3[CH:5]([OH:4])[CH:6]([OH:27])[CH:7]([CH2:22][OH:23])[CH2:8]3)[C:11]([NH:34][CH:31]3[CH2:33][CH2:32]3)=[N:12][C:13]=2[CH:18]=1. Procedure details: (±)(1R*, 2S*, 3S*, 5S*)-3-(Acetoxymethyl)-5-(2-bromo-5,6-dichloro-1H-benzimidazol-1-yl)-1,2-cyclopentanediyl diacetate (500 mg, 0.958 mmol) was dissolved in absolute ethanol (5 mL) and cyclopropylamine (0.66 mL, 9.6 mmol) was added. The solution was refluxed under nitrogen for two hours. Additional cyclopropylamine (0.66 mL) was added and reflux continued for an additional 18 hours. The solution was cooled and methanol saturated with ammonia at 0° C. (5 mL) was added. After two days at ambient t...